Task: describe an organic reaction: reactants, conditions, products, and yield. Dataset: the Open Reaction Database (ORD), a public repository of structured organic reaction records Starting materials: BrB(Br)Br, COc1ccc(Br)cc1CCc1c(Cl)cccc1C#N, ClCCl. Product: N#Cc1cccc(Cl)c1CCc1cc(Br)ccc1O. RXN SMILES: [B:21]([Br:22])([Br:23])[Br:24].[Br:1][c:2]1[cH:3][cH:4][c:5]([O:19][CH3:20])[c:6]([CH2:8][CH2:9][c:10]2[c:11]([C:12]#[N:13])[cH:14][cH:15][cH:16][c:17]2[Cl:18])[cH:7]1.[Cl:25][CH2:26][Cl:27]>>[Br:1][c:2]1[cH:3][cH:4][c:5]([OH:19])[c:6]([CH2:8][CH2:9][c:10]2[c:11]([C:12]#[N:13])[cH:14][cH:15][cH:16][c:17]2[Cl:18])[cH:7]1. Starting materials: O=C(Cl)c1ccc(Br)s1, ClCCl, NCc1cc(F)cc(F)c1. Product: O=C(NCc1cc(F)cc(F)c1)c1ccc(Br)s1. Reaction SMILES: [Br:11][c:12]1[cH:13][cH:14][c:15]([C:17](=[O:18])[Cl:19])[s:16]1.[Cl:20][CH2:21][Cl:22].[F:1][c:2]1[cH:3][c:4]([CH2:5][NH2:6])[cH:7][c:8]([F:10])[cH:9]1>>[F:1][c:2]1[cH:3][c:4]([CH2:5][NH:6][C:17]([c:15]2[cH:14][cH:13][c:12]([Br:11])[s:16]2)=[O:18])[cH:7][c:8]([F:10])[cH:9]1. The reactants are [Cl-].[Al+3].[Cl-].[Cl-] (aluminum chloride), COC1=CC(=CC(=C1)OC)OC (1,3,5-trimethoxybenzene), ClC(CCCC(=O)OC)=O (methyl 5-chloro-5-oxopentanoate), ice, C(Cl)Cl (DCM). Run in ClCCCl (DCE). Conditions: temperature 0 celsius, time 10 minute. Yields the product O=C(CCCC(=O)OC)C1=C(C=C(C=C1OC)OC)OC (methyl 5-oxo-5-(2,4,6-trimethoxyphenyl)pentanoate). RXN SMILES: [Cl-].[Al+3].[Cl-].[Cl-].[CH3:5][O:6][C:7]1[CH:12]=[C:11]([O:13][CH3:14])[CH:10]=[C:9]([O:15][CH3:16])[CH:8]=1.Cl[C:18](=[O:26])[CH2:19][CH2:20][CH2:21][C:22]([O:24][CH3:25])=[O:23].C(Cl)Cl>ClCCCl>[O:26]=[C:18]([C:8]1[C:9]([O:15][CH3:16])=[CH:10][C:11]([O:13][CH3:14])=[CH:12][C:7]=1[O:6][CH3:5])[CH2:19][CH2:20][CH2:21][C:22]([O:24][CH3:25])=[O:23] |f:0.1.2.3|. Reported procedure: A cooled (0° C.) suspension of aluminum chloride (9.316 g; 69.87 mmol) in anh. DCE (50 ml) was treated with commercially available 1,3,5-trimethoxybenzene (7.664 g; 45.56 mmol), and stirring at 0° C., under nitrogen, was continued for 10 min. Commercially available methyl 5-chloro-5-oxopentanoate (5.000 g; 30.37 mmol) was then added, and the mixture was stirred at rt for 26 h. The resulting reaction mixture was poured onto crushed ice (150 g), and DCM (100 ml) was added. The separated aq. layer ... Starting materials: O=C1NC2=C(N1)C=CC(=C2)NC2=NC1=CC(=CC=C1C=N2)OC2CCN(CC2)C(=O)OC(C)(C)C (tert-butyl 4-(2-(2-oxo-2,3-dihydro-1H-benzo[d]imidazol-5-ylamino) quinazolin-7-yloxy)piperidine-1-carboxylate). Run in C(=O)(C(F)(F)F)O.C(Cl)Cl (TFA DCM). The product is N1CCC(CC1)OC1=CC=C2C=NC(=NC2=C1)NC1=CC2=C(NC(N2)=O)C=C1 (5-(7-(piperidin-4-yloxy)-quinazolin-2-ylamino]-1H-benzo[d]imidazol-2(3H)-one). Isolated yield 30.0%. RXN SMILES: [O:1]=[C:2]1[NH:6][C:5]2[CH:7]=[CH:8][C:9]([NH:11][C:12]3[N:21]=[CH:20][C:19]4[C:14](=[CH:15][C:16]([O:22][CH:23]5[CH2:28][CH2:27][N:26](C(OC(C)(C)C)=O)[CH2:25][CH2:24]5)=[CH:17][CH:18]=4)[N:13]=3)=[CH:10][C:4]=2[NH:3]1>C(O)(C(F)(F)F)=O.C(Cl)Cl>[NH:26]1[CH2:27][CH2:28][CH:23]([O:22][C:16]2[CH:15]=[C:14]3[C:19]([CH:20]=[N:21][C:12]([NH:11][C:9]4[CH:8]=[CH:7][C:5]5[NH:6][C:2](=[O:1])[NH:3][C:4]=5[CH:10]=4)=[N:13]3)=[CH:18][CH:17]=2)[CH2:24][CH2:25]1 |f:1.2|. Procedure details: A solution of crude tert-butyl 4-(2-(2-oxo-2,3-dihydro-1H-benzo[d]imidazol-5-ylamino) quinazolin-7-yloxy)piperidine-1-carboxylate in 30% TFA/DCM was stirred at room temperature for 30 min. The solvent was evaporated and crude was purified by semi-prep HPLC to provide pure product in 30% yield ES/MS m/z 377.1 (MH+). Starting materials: CC(C)(C)OC(=O)NC1(c2ccc(-c3c(Br)nc4n3-c3cccnc3Nc3ccccc3-4)cc2)CCC1, O=C([O-])[O-], CC1(C)OB(c2ccc(NC(=O)C3CC3)cc2)OC1(C)C, [Na+], [Na+], CN(C)C=O, O. The product is CC(C)(C)OC(=O)NC1(c2ccc(-c3c(-c4ccc(NC(=O)C5CC5)cc4)nc4n3-c3cccnc3Nc3ccccc3-4)cc2)CCC1. Reaction SMILES: [Br:1][c:2]1[n:3][c:4]2[n:5]([c:19]1-[c:20]1[cH:21][cH:22][c:23]([C:26]3([NH:30][C:31]([O:32][C:33]([CH3:34])([CH3:35])[CH3:36])=[O:37])[CH2:27][CH2:28][CH2:29]3)[cH:24][cH:25]1)-[c:6]1[c:7]([n:15][cH:16][cH:17][cH:18]1)[NH:8][c:9]1[c:10]-2[cH:11][cH:12][cH:13][cH:14]1.[C:59](=[O:60])([O-:61])[O-:62].[CH3:38][C:39]1([CH3:40])[C:41]([CH3:42])([CH3:43])[O:44][B:45]([c:46]2[cH:47][cH:48][c:49]([NH:52][C:53](=[O:54])[CH:55]3[CH2:56][CH2:57]3)[cH:50][cH:51]2)[O:58]1.[Na+:63].[Na+:64].[O:65]=[CH:66][N:67]([CH3:68])[CH3:69].[OH2:70]>>[c:2]1(-[c:46]2[cH:47][cH:48][c:49]([NH:52][C:53](=[O:54])[CH:55]3[CH2:56][CH2:57]3)[cH:50][cH:51]2)[n:3][c:4]2[n:5]([c:19]1-[c:20]1[cH:21][cH:22][c:23]([C:26]3([NH:30][C:31]([O:32][C:33]([CH3:34])([CH3:35])[CH3:36])=[O:37])[CH2:27][CH2:28][CH2:29]3)[cH:24][cH:25]1)-[c:6]1[c:7]([n:15][cH:16][cH:17][cH:18]1)[NH:8][c:9]1[c:10]-2[cH:11][cH:12][cH:13][cH:14]1. Starting materials: CCNCC, COCCCl, [Na+], [OH-], O. Product: CCN(CC)CCOC. RXN SMILES: [CH2:1]([CH3:2])[NH:3][CH2:4][CH3:5].[CH3:6][O:7][CH2:8][CH2:9][Cl:10].[Na+:12].[OH-:11].[OH2:13]>>[CH2:1]([CH3:2])[N:3]([CH2:4][CH3:5])[CH2:9][CH2:8][O:7][CH3:6]. Starting materials: 12.2, C1(=CC=CC=C1)C(C)N1C=NC=C1C(=O)OCC (ethyl 1-(1-phenylethyl)-1H-imidazole-5-carboxylate), [N+](=O)(O)[O-] (nitric acid). Solvent: CC(C)=O (2-propanone). The product is 14, [N+](=O)(O)[O-].C1(=CC=CC=C1)C(C)N1C=NC=C1C(=O)OCC (ethyl 1-(1-phenylethyl)-1H-imidazole-5-carboxylate mononitrate). RXN SMILES: [C:1]1([CH:7]([N:9]2[C:13]([C:14]([O:16][CH2:17][CH3:18])=[O:15])=[CH:12][N:11]=[CH:10]2)[CH3:8])[CH:6]=[CH:5][CH:4]=[CH:3][CH:2]=1.[N+:19]([O-:22])([OH:21])=[O:20]>CC(=O)C>[N+:19]([O-:22])([OH:21])=[O:20].[C:1]1([CH:7]([N:9]2[C:13]([C:14]([O:16][CH2:17][CH3:18])=[O:15])=[CH:12][N:11]=[CH:10]2)[CH3:8])[CH:6]=[CH:5][CH:4]=[CH:3][CH:2]=1 |f:3.4|. Reported procedure: To a solution of 12.2 parts of ethyl 1-(1-phenylethyl)-1H-imidazole-5-carboxylate in 160 parts of 2-propanone were added 5 parts of a nitric acid solution 65%. The product solidifies on scratching, yielding 14 parts of ethyl 1-(1-phenylethyl)-1H-imidazole-5-carboxylate mononitrate; mp. 138°-139° C. (compound 1.146). The reactants are N(=O)[O-].[Na+] (sodium nitrite), Cl (HCl), C1(=CC=CC=C1)C#CC=1C(=NNC1N)C(F)(F)F (4-(2-phenylethynyl)-3-(trifluoromethyl)-1H-pyrazol-5-amine). The solvent is C(Cl)Cl (CH2Cl2). Conditions: temperature -15 celsius. Product: ClC1=C2C(=NN=C1C1=CC=CC=C1)NN=C2C(F)(F)F (4-chloro-5-phenyl-3-(trifluoromethyl)-1H-pyrazolo[3,4-c]pyridazine). Reaction SMILES: [N:1]([O-])=O.[Na+].[C:5]1([C:11]#[C:12][C:13]2[C:14]([C:19]([F:22])([F:21])[F:20])=[N:15][NH:16][C:17]=2[NH2:18])[CH:10]=[CH:9][CH:8]=[CH:7][CH:6]=1.[ClH:23]>C(Cl)Cl>[Cl:23][C:12]1[C:11]([C:5]2[CH:10]=[CH:9][CH:8]=[CH:7][CH:6]=2)=[N:1][N:18]=[C:17]2[NH:16][N:15]=[C:14]([C:19]([F:21])([F:22])[F:20])[C:13]=12 |f:0.1|. Reported procedure: To a cooled (cooling bath −15° C.) stirred suspension of sodium nitrite (540 mg, 7.8 mmol) in conc. HCl (20 mL) was added a solution of 4-(2-phenylethynyl)-3-(trifluoromethyl)-1H-pyrazol-5-amine (652 mg, 2.6 mmol) in CH2Cl2 (3 mL). The cooling bath was removed and the reaction mixture was stirred at room temperature for 1 h. NaCl (900 mg) was added and the reaction heated at 50° C. for 16 h. CH2Cl2 was added to the cooled reaction mixture. The aqueous phase was extracted with CH2Cl2 twice and th...